This data is from the Open Reaction Database (ORD), a public repository of structured organic reaction records. The task is: describe an organic reaction: reactants, conditions, products, and yield The reactants are Cl.N[C@@H]1[C@@H](C[C@H](CC1)NC(=O)C1=C(NC2=C1N=CN=C2C2=C(C=CC(=C2)C(F)F)OCC2CC2)C)F (N-[(1S*,3R*,4S*)-4-amino-3-fluorocyclohexyl]-4-[2-(cyclopropylmethoxy)-5-(difluoromethyl)phenyl]-6-methyl-5H-pyrrolo[3,2-d]pyrimidine-7-carboxamide hydrochloride), C(C)(=O)Cl (acetyl chloride). The product is C(C)(=O)N[C@@H]1[C@@H](C[C@H](CC1)NC(=O)C1=C(NC2=C1N=CN=C2C2=C(C=CC(=C2)C(F)F)OCC2CC2)C)F (N-[(1S*,3R*,4S*)-4-(Acetylamino)-3-fluorocyclohexyl]-4-[2-(cyclopropylmethoxy)-5-(difluoromethyl)phenyl]-6-methyl-5H-pyrrolo[3,2-d]pyrimidine-7-carboxamide). Reaction SMILES: Cl.[NH2:2][C@H:3]1[CH2:8][CH2:7][C@H:6]([NH:9][C:10]([C:12]2[C:16]3[N:17]=[CH:18][N:19]=[C:20]([C:21]4[CH:26]=[C:25]([CH:27]([F:29])[F:28])[CH:24]=[CH:23][C:22]=4[O:30][CH2:31][CH:32]4[CH2:34][CH2:33]4)[C:15]=3[NH:14][C:13]=2[CH3:35])=[O:11])[CH2:5][C@H:4]1[F:36].[C:37](Cl)(=[O:39])[CH3:38]>>[C:37]([NH:2][C@H:3]1[CH2:8][CH2:7][C@H:6]([NH:9][C:10]([C:12]2[C:16]3[N:17]=[CH:18][N:19]=[C:20]([C:21]4[CH:26]=[C:25]([CH:27]([F:29])[F:28])[CH:24]=[CH:23][C:22]=4[O:30][CH2:31][CH:32]4[CH2:33][CH2:34]4)[C:15]=3[NH:14][C:13]=2[CH3:35])=[O:11])[CH2:5][C@H:4]1[F:36])(=[O:39])[CH3:38] |f:0.1|. Procedure: Starting from N-[(1S*,3R*,4S*)-4-amino-3-fluorocyclohexyl]-4-[2-(cyclopropylmethoxy)-5-(difluoromethyl)phenyl]-6-methyl-5H-pyrrolo[3,2-d]pyrimidine-7-carboxamide hydrochloride (example D.f72) and commercially available acetyl chloride the title compound is obtained as colorless solid. Procedure: To a solution of ethyl {4-[4-(ethyloxy)-9-hydroxy-1,3-dioxo-1,3-dihydro-2H-benzo[f]isoindol-2-yl]-3-fluorophenyl}acetate (2.50 g, 5.72 mmol) in THF (50 ml) under an argon atmosphere, was added sodium borohydride (0.217 g, 5.72 mmol) followed by borane THF complex solution (1.0M in THF, 5.72 ml, 5.72 mmol). This was stirred at room temperature for 2 hours. A further 5.72 mmol of sodium borohydride and borane THF complex was added to the reaction mixture and stirring continued for 2 hours. Finally... Conditions: time 2 hour. Yields the product C(C)OC=1C=2C(N(CC2C(=C2C1C=CC=C2)O)C2=C(C=C(C=C2)CC(=O)OCC)F)=O (Ethyl {4-[9-(ethyloxy)-4-hydroxy-1-oxo-1,3-dihydro-2H-benzo[f]isoindol-2-yl]-3-fluorophenyl}acetate). Reaction SMILES: [CH2:1]([O:3][C:4]1[C:12]2[C:11](=[O:13])[N:10]([C:14]3[CH:19]=[CH:18][C:17]([CH2:20][C:21]([O:23][CH2:24][CH3:25])=[O:22])=[CH:16][C:15]=3[F:26])[C:9](=O)[C:8]=2[C:7]([OH:28])=[C:6]2[CH:29]=[CH:30][CH:31]=[CH:32][C:5]=12)[CH3:2].[BH4-].[Na+]>C1COCC1>[CH2:1]([O:3][C:4]1[C:12]2[C:11](=[O:13])[N:10]([C:14]3[CH:19]=[CH:18][C:17]([CH2:20][C:21]([O:23][CH2:24][CH3:25])=[O:22])=[CH:16][C:15]=3[F:26])[CH2:9][C:8]=2[C:7]([OH:28])=[C:6]2[CH:29]=[CH:30][CH:31]=[CH:32][C:5]=12)[CH3:2] |f:1.2|. The yield is 101.2%. Reactants: C(C)OC1=C2C(=C(C=3C(N(C(C13)=O)C1=C(C=C(C=C1)CC(=O)OCC)F)=O)O)C=CC=C2 (ethyl {4-[4-(ethyloxy)-9-hydroxy-1,3-dioxo-1,3-dihydro-2H-benzo[f]isoindol-2-yl]-3-fluorophenyl}acetate), [BH4-].[Na+] (sodium borohydride), [BH4-].[Na+] (sodium borohydride), [BH4-].[Na+] (sodium borohydride). Solvent: C1CCOC1 (THF), C1CCOC1 (THF). The reactants are C(C1=CC=CC=C1)OC1=C(C(=CC=C1)NC(C)=O)CCOC(C)=O (2-(2-acetoxyethyl)-3-acetamidophenyl benzyl ether), N(=O)OCCC(C)C (isoamyl nitrite), C(C)(=O)[O-].[Na+] (sodium acetate), C(C)(=O)OC(C)=O (acetic anhydride). Solvent: C1(=CC=CC=C1)C (toluene). Yields the product C(C)(=O)N1N=C(C2=C(C=CC=C12)OCC1=CC=CC=C1)COC(C)=O (1-Acetyl-3-acetoxymethyl-4-benzyloxy-indazole). Reaction SMILES: [CH2:1]([O:8][C:9]1[CH:14]=[CH:13][CH:12]=[C:11]([NH:15][C:16](=[O:18])[CH3:17])[C:10]=1[CH2:19][CH2:20][O:21][C:22](=[O:24])[CH3:23])[C:2]1[CH:7]=[CH:6][CH:5]=[CH:4][CH:3]=1.[N:25](OCCC(C)C)=O.C([O-])(=O)C.[Na+].C(OC(=O)C)(=O)C>C1(C)C=CC=CC=1>[C:16]([N:15]1[C:11]2[C:10](=[C:9]([O:8][CH2:1][C:2]3[CH:3]=[CH:4][CH:5]=[CH:6][CH:7]=3)[CH:14]=[CH:13][CH:12]=2)[C:19]([CH2:20][O:21][C:22](=[O:24])[CH3:23])=[N:25]1)(=[O:18])[CH3:17] |f:2.3|. Procedure: This is obtained by nitrosation and subsequent ring closure by treating 2-(2-acetoxyethyl)-3-acetamidophenyl benzyl ether with isoamyl nitrite, sodium acetate and acetic anhydride in toluene at 80° C. It is obtained in the form of colorless crystals; m.p. 99°-100° C. Reactants: NC=1NC2=C(N1)C=CC(=C2)CC2=CC=CC=C2 (2-amino-5-benzylbenzimidazole), ICOC1=CC(=CC(=C1)CC)CC (3,5-diethylphenyl iodomethyl ether). The product is [I-].NC1=[N+](C2=C(N1COC1=CC(=CC(=C1)CC)CC)C=CC(=C2)CC2=CC=CC=C2)COC2=CC(=CC(=C2)CC)CC (2-Amino-5-benzyl-1,3-bis[(3,5-diethylphenoxy)methyl]-1H-benzimidazol-3-ium iodide). Reaction SMILES: [NH2:1][C:2]1[NH:3][C:4]2[CH:10]=[C:9]([CH2:11][C:12]3[CH:17]=[CH:16][CH:15]=[CH:14][CH:13]=3)[CH:8]=[CH:7][C:5]=2[N:6]=1.[I:18][CH2:19][O:20][C:21]1[CH:26]=[C:25]([CH2:27][CH3:28])[CH:24]=[C:23]([CH2:29][CH3:30])[CH:22]=1>>[I-:18].[NH2:1][C:2]1[N:6]([CH2:19][O:20][C:21]2[CH:26]=[C:25]([CH2:27][CH3:28])[CH:24]=[C:23]([CH2:29][CH3:30])[CH:22]=2)[C:5]2[CH:7]=[CH:8][C:9]([CH2:11][C:12]3[CH:13]=[CH:14][CH:15]=[CH:16][CH:17]=3)=[CH:10][C:4]=2[N+:3]=1[CH2:19][O:20][C:21]1[CH:26]=[C:25]([CH2:27][CH3:28])[CH:24]=[C:23]([CH2:29][CH3:30])[CH:22]=1 |f:2.3|. Procedure: Following the procedure of Example 2 and replacing 2-aminobenzimidazole with 2-amino-5-benzylbenzimidazole and replacing 2-bromo-4-chlorophenyl chloromethyl ether with 3,5-diethylphenyl iodomethyl ether, the title compound is obtained. The reactants are [Cl-].[Na+] (sodium chloride), FC1=NC=CC=C1C1CCOCC1 (2-fluoro-3-(tetrahydro-2H-pyran-4-yl)pyridine), NC1=CC=C(C=C1)O (4-aminophenol), C([O-])([O-])=O.[Cs+].[Cs+] (cesium carbonate). The solvent is CS(=O)C (DMSO), O (water). Reaction conditions: time 8 hour. The product is O1CCC(CC1)C=1C(=NC=CC1)OC1=CC=C(N)C=C1 (4-(3-(TETRAHYDRO-2H-PYRAN-4-YL)PYRIDIN-2-YLOXY)ANILINE). Reaction SMILES: F[C:2]1[C:7]([CH:8]2[CH2:13][CH2:12][O:11][CH2:10][CH2:9]2)=[CH:6][CH:5]=[CH:4][N:3]=1.[NH2:14][C:15]1[CH:20]=[CH:19][C:18]([OH:21])=[CH:17][CH:16]=1.C(=O)([O-])[O-].[Cs+].[Cs+].[Cl-].[Na+]>CS(C)=O.O>[O:11]1[CH2:12][CH2:13][CH:8]([C:7]2[C:2]([O:21][C:18]3[CH:19]=[CH:20][C:15]([NH2:14])=[CH:16][CH:17]=3)=[N:3][CH:4]=[CH:5][CH:6]=2)[CH2:9][CH2:10]1 |f:2.3.4,5.6|. Reported procedure: To a rbf was added 2-fluoro-3-(tetrahydro-2H-pyran-4-yl)pyridine (2.156 g, 11.90 mmol), 4-aminophenol (1.948 g, 17.85 mmol), and cesium carbonate (11.63 g, 35.7 mmol) in DMSO (39.7 mL) at 110° C. to stir overnight. Upon completion, the reaction mixture was diluted with water and sat sodium chloride solution and extracted with dichloromethane. The organic extract was washed with water and sat sodium chloride solution, dried with magnesium sulfate, filtered, and concentrated. MS (ESI, pos. ion) m/...